Dataset: the Open Reaction Database (ORD), a public repository of structured organic reaction records. Task: describe an organic reaction: reactants, conditions, products, and yield Reactants: ClC(Cl)(Cl)Cl, Cc1cc(-c2cc(C)n(S(C)(=O)=O)n2)c(F)cc1Cl, O=S(=O)(Cl)Cl. Yields the product Cc1cc(-c2nn(S(C)(=O)=O)c(C)c2Cl)c(F)cc1Cl. Reaction SMILES: [C:25]([Cl:26])([Cl:27])([Cl:28])[Cl:29].[Cl:1][c:2]1[cH:3][c:4]([F:19])[c:5](-[c:9]2[n:10][n:11]([S:15](=[O:16])(=[O:17])[CH3:18])[c:12]([CH3:14])[cH:13]2)[cH:6][c:7]1[CH3:8].[S:20]([Cl:21])(=[O:22])([Cl:23])=[O:24]>>[Cl:1][c:2]1[cH:3][c:4]([F:19])[c:5](-[c:9]2[n:10][n:11]([S:15](=[O:16])(=[O:17])[CH3:18])[c:12]([CH3:14])[c:13]2[Cl:23])[cH:6][c:7]1[CH3:8]. Reactants: CO, CC(=O)CCc1cc(NC(=O)C(F)(F)F)ccc1S(=O)(=O)Nc1ccc2c(c1)B(O)OC2, [Li+], [OH-], O, O. Yields the product CC(=O)CCc1cc(N)ccc1S(=O)(=O)Nc1ccc2c(c1)B(O)OC2. Reaction SMILES: [CH3:36][OH:37].[F:1][C:2]([F:3])([F:4])[C:31]([NH:5][c:6]1[cH:7][c:8]([CH2:26][CH2:27][C:28]([CH3:29])=[O:30])[c:9]([S:12]([NH:13][c:14]2[cH:15][cH:16][c:17]3[c:18]([cH:23]2)[B:19]([OH:22])[O:20][CH2:21]3)(=[O:24])=[O:25])[cH:10][cH:11]1)=[O:32].[Li+:34].[OH-:33].[OH2:35].[OH2:38]>>[NH2:5][c:6]1[cH:7][c:8]([CH2:26][CH2:27][C:28]([CH3:29])=[O:30])[c:9]([S:12]([NH:13][c:14]2[cH:15][cH:16][c:17]3[c:18]([cH:23]2)[B:19]([OH:22])[O:20][CH2:21]3)(=[O:24])=[O:25])[cH:10][cH:11]1. Isolated yield 45.0%. As a reaction SMILES: [Cl:1][C:2]1[CH:7]=[CH:6][C:5]([Cl:8])=[CH:4][C:3]=1[O:9][CH:10]([C:15]1[CH:20]=[CH:19][CH:18]=[CH:17][CH:16]=1)[CH2:11][CH2:12][CH2:13]Cl.[OH:21][CH:22]1[CH2:27][CH2:26][NH:25][CH2:24][CH2:23]1.[I-].[K+].[C:30]([OH:37])(=[O:36])/[CH:31]=[CH:32]/[C:33]([OH:35])=[O:34]>CN1CCCC1.O>[C:30]([OH:37])(=[O:36])/[CH:31]=[CH:32]/[C:33]([OH:35])=[O:34].[Cl:1][C:2]1[CH:7]=[CH:6][C:5]([Cl:8])=[CH:4][C:3]=1[O:9][CH:10]([C:15]1[CH:20]=[CH:19][CH:18]=[CH:17][CH:16]=1)[CH2:11][CH2:12][CH2:13][N:25]1[CH2:26][CH2:27][CH:22]([OH:21])[CH2:23][CH2:24]1 |f:2.3,7.8|. Conditions: time 4 hour. Product: C(\C=C\C(=O)O)(=O)O.ClC1=C(OC(CCCN2CCC(CC2)O)C2=CC=CC=C2)C=C(C=C1)Cl (1-[4-(2,5-Dichlorophenoxy)-4-phenylbutyl]-4-piperidinol fumarate). Starting materials: C(\C=C\C(=O)O)(=O)O (fumaric acid), ClC1=C(C=C(C=C1)Cl)OC(CCCCl)C1=CC=CC=C1 (1,4-Dichloro-2-(4-chloro-1-phenylbutoxy)benzene), OC1CCNCC1 (4-hydroxypiperidine), [I-].[K+] (potassium iodide). Solvent: CN1CCCC1 (N-methylpyrrolidine), O (water). Procedure: A solution of the product from Example 22 step (b) (0.20 g, 0.61 mmol), 4-hydroxypiperidine (0.185 g, 1.83 mmol) and potassium iodide (0.051 g, 0.31 mmol) in N-methylpyrrolidine was heated to 100° C. in a sealed vessel and stirred for 4 h. The reaction was cooled, poured into water (50 ml) and the mixture extracted with ethyl acetate (3×50 ml). The combined organic extracts were washed with water (3×30 ml), dried (magnesium sulphate) and evaporated. The residue was dissolved in methanol and trea... Starting materials: Cl.ClCCOC=1C=CC2=CC3=CC=C(C=C3N=C2C1)OCCCl (3,6-bis(2-chloroethoxy)acridine hydrochloride), C(CC)N (n-propylamine). Yields the product Cl.Cl.Cl.C(CC)NCCOC=1C=CC2=CC3=CC=C(C=C3N=C2C1)OCCNCCC (3,6-bis(2-n-propylaminoethoxy)acridine trihydrochloride). RXN SMILES: [ClH:1].[Cl:2][CH2:3][CH2:4][O:5][C:6]1[CH:7]=[CH:8][C:9]2[C:18]([CH:19]=1)=[N:17][C:16]1[C:11](=[CH:12][CH:13]=[C:14]([O:20][CH2:21][CH2:22]Cl)[CH:15]=1)[CH:10]=2.[CH2:24]([NH2:27])[CH2:25][CH3:26]>>[ClH:2].[ClH:1].[ClH:2].[CH2:24]([NH:27][CH2:3][CH2:4][O:5][C:6]1[CH:7]=[CH:8][C:9]2[C:18]([CH:19]=1)=[N:17][C:16]1[C:11](=[CH:12][CH:13]=[C:14]([O:20][CH2:21][CH2:22][NH:17][CH2:16][CH2:15][CH3:14])[CH:15]=1)[CH:10]=2)[CH2:25][CH3:26] |f:0.1,3.4.5.6|. Reported procedure: The compound is prepared from 3,6-bis(2-chloroethoxy)acridine hydrochloride and n-propylamine as described in Example 15, giving 1.20 g. of the desired product as yellow crystals, m.p. 250°-252° C.